Dataset: the Open Reaction Database (ORD), a public repository of structured organic reaction records. Task: describe an organic reaction: reactants, conditions, products, and yield The reactants are Cl.COC([C@@H](N)CC1=CC(=C(C=C1)F)Br)=O (3-bromo-4-fluoro-L-phenylalanine methyl ester hydrochloride), N1=C2C(=NS1)C(=CC=C2)S(=O)(=O)NC2=C(C(=O)O)C=CC(=C2)Br (2-(benzo[1,2,5]thiadiazole-4-sulfonylamino)-4-bromo-benzoic acid). Product: COC([C@H](CC1=CC(=C(C=C1)F)Br)NC(C1=C(C=C(C=C1)Br)NS(=O)(=O)C1=CC=CC=2C1=NSN2)=O)=O ((S)-2-[2-(Benzo[1,2,5]thiadiazole-4-sulfonylamino)-4-bromo-benzoylamino]-3-(3-bromo-4-fluoro-phenyl)-propionic acid methyl ester). Reaction SMILES: Cl.[CH3:2][O:3][C:4](=[O:16])[C@H:5]([CH2:7][C:8]1[CH:13]=[CH:12][C:11]([F:14])=[C:10]([Br:15])[CH:9]=1)[NH2:6].[N:17]1[S:21][N:20]=[C:19]2[C:22]([S:26]([NH:29][C:30]3[CH:38]=[C:37]([Br:39])[CH:36]=[CH:35][C:31]=3[C:32](O)=[O:33])(=[O:28])=[O:27])=[CH:23][CH:24]=[CH:25][C:18]=12>>[CH3:2][O:3][C:4](=[O:16])[C@@H:5]([NH:6][C:32](=[O:33])[C:31]1[CH:35]=[CH:36][C:37]([Br:39])=[CH:38][C:30]=1[NH:29][S:26]([C:22]1[C:19]2=[N:20][S:21][N:17]=[C:18]2[CH:25]=[CH:24][CH:23]=1)(=[O:28])=[O:27])[CH2:7][C:8]1[CH:13]=[CH:12][C:11]([F:14])=[C:10]([Br:15])[CH:9]=1 |f:0.1|. Procedure details: The title compound was prepared as in EXAMPLE 1, substituting 3-bromo-4-fluoro-L-phenylalanine methyl ester hydrochloride and 2-(benzo[1,2,5]thiadiazole-4-sulfonylamino)-4-bromo-benzoic acid in Part C. HPLC: RT=10.39 min. MS (ESI−): mass calcd. for C23H17Br2FN4O5S2, 672.34; m/z found, 671 [M−H]−. 1H NMR (400 MHz, CDCl3): 11.42 (s, 1H), 8.37 (d, J=7.1, 1H), 8.22 (d, J=8.8, 1H), 7.88 (s, 1H), 7.75-7.71 (m, 1H), 7.27-7.25 (m, 1H), 7.11 (q, J=8.4, 2H), 7.09-6.94 (m, 2H), 6.56 (d, J=7.0, 1H), 4.94 (q... The reactants are CCOC(=O)c1cc2c([N+](=O)[O-])c(-c3ccc(OC(C)C)cc3)ccc2n1-c1ccc(OC(C)C)cc1, CCOC(C)=O. Product: CCOC(=O)c1cc2c(N)c(-c3ccc(OC(C)C)cc3)ccc2n1-c1ccc(OC(C)C)cc1. Reaction SMILES: [CH2:1]([CH3:2])[O:3][C:4](=[O:5])[c:6]1[n:7](-[c:28]2[cH:29][cH:30][c:31]([O:34][CH:35]([CH3:36])[CH3:37])[cH:32][cH:33]2)[c:8]2[cH:9][cH:10][c:11](-[c:18]3[cH:19][cH:20][c:21]([O:24][CH:25]([CH3:26])[CH3:27])[cH:22][cH:23]3)[c:12]([N+:15]([O-:16])=[O:17])[c:13]2[cH:14]1.[CH3:38][CH2:39][O:40][C:41]([CH3:42])=[O:43]>>[CH2:1]([CH3:2])[O:3][C:4](=[O:5])[c:6]1[n:7](-[c:28]2[cH:29][cH:30][c:31]([O:34][CH:35]([CH3:36])[CH3:37])[cH:32][cH:33]2)[c:8]2[cH:9][cH:10][c:11](-[c:18]3[cH:19][cH:20][c:21]([O:24][CH:25]([CH3:26])[CH3:27])[cH:22][cH:23]3)[c:12]([NH2:15])[c:13]2[cH:14]1. The reactants are BrC(C(=O)C1=NN(C2=CC(=CC=C12)OC)CC(=O)N(CC)CCC(C)(C)C)(C)C (2-[3-(2-bromo-2-methylpropanoyl)-6-methoxy-1H-indazol-1-yl]-N-(3,3-dimethylbutyl)-N-ethylacetamide), P(OC)(OC)OC (trimethyl phosphite). The product is P(=O)(OC(=C(C)C)C1=NN(C2=CC(=CC=C12)OC)CC(=O)N(CC)CCC(C)(C)C)(OC)OC (1-(1-{2-[(3,3-Dimethylbutyl)(ethyl)amino]-2-oxoethyl}-6-methoxy-1H-indazol-3-yl)-2-methylprop-1-en-1-yl dimethyl phosphate). As a reaction SMILES: Br[C:2]([CH3:29])([CH3:28])[C:3]([C:5]1[C:13]2[C:8](=[CH:9][C:10]([O:14][CH3:15])=[CH:11][CH:12]=2)[N:7]([CH2:16][C:17]([N:19]([CH2:22][CH2:23][C:24]([CH3:27])([CH3:26])[CH3:25])[CH2:20][CH3:21])=[O:18])[N:6]=1)=[O:4].[P:30]([O:35]C)([O:33][CH3:34])[O:31][CH3:32]>>[P:30]([O:33][CH3:34])([O:31][CH3:32])([O:4][C:3]([C:5]1[C:13]2[C:8](=[CH:9][C:10]([O:14][CH3:15])=[CH:11][CH:12]=2)[N:7]([CH2:16][C:17]([N:19]([CH2:22][CH2:23][C:24]([CH3:27])([CH3:26])[CH3:25])[CH2:20][CH3:21])=[O:18])[N:6]=1)=[C:2]([CH3:29])[CH3:28])=[O:35]. Procedure: Reaction of 2-[3-(2-bromo-2-methylpropanoyl)-6-methoxy-1H-indazol-1-yl]-N-(3,3-dimethylbutyl)-N-ethylacetamide from the above with trimethyl phosphite using the procedure as described in Method I Step B Example 1 provided the title compound following RP-HPLC using 50-100% MeCN gradient without TFA. 1H NMR (CDCl3, 500 MHz) showed two amide rotomers in about 1.3:1 ratio:o Major rotomer: 7.65 (d, 8.7 Hz, 1H), 6.83 (dd, 9.0 & 2.1 Hz, 1H), 6.805 (d, 1.9 Hz, 1H), 5.15 (s, 2H), 3.88 (s, 3H), 3.55 (d, 1... Starting materials: ClCCl, COC, O=S(=O)(O)Cl, O, Oc1ccc2c(c1)CCCC2. Product: COC, O=S(=O)(Cl)c1cc2c(cc1O)CCCC2. RXN SMILES: [CH2:21]([Cl:22])[Cl:23].[CH3:1][O:2][CH3:3].[Cl:15][S:16](=[O:17])(=[O:18])[OH:19].[OH2:20].[cH:4]1[c:5]([OH:14])[cH:6][cH:7][c:8]2[c:13]1[CH2:12][CH2:11][CH2:10][CH2:9]2>>[CH3:1][O:2][CH3:3].[cH:4]1[c:5]([OH:14])[c:6]([S:16]([Cl:15])(=[O:17])=[O:18])[cH:7][c:8]2[c:13]1[CH2:12][CH2:11][CH2:10][CH2:9]2. The reactants are C(C1=CC=CC=C1)OCC(=O)NC=1C=C2CCC(C2=CC1Br)NC1=CC=C(C(=O)OC(C)(C)C)C=C1 (tert-butyl 4-[N-(5-(2-benzyloxyethanoylamino)-6-bromoindan-1-yl)amino]benzoate), C(#N)[Cu] (CuCN), N (ammonia), ice water. Solvent: CN1CCCC1=O (NMP). Reaction conditions: time 3 hour. Product: C(C1=CC=CC=C1)OCC(=O)NC=1C=C2CCC(C2=CC1C#N)NC1=CC=C(C(=O)OC(C)(C)C)C=C1 (tert-Butyl 4-[N-(5-(2-benzyloxyethanoylamino)-6-cyanoindan-1-yl)-amino]benzoate). Isolated yield 44.4%. Reaction SMILES: [CH2:1]([O:8][CH2:9][C:10]([NH:12][C:13]1[CH:14]=[C:15]2[C:19](=[CH:20][C:21]=1Br)[CH:18]([NH:23][C:24]1[CH:36]=[CH:35][C:27]([C:28]([O:30][C:31]([CH3:34])([CH3:33])[CH3:32])=[O:29])=[CH:26][CH:25]=1)[CH2:17][CH2:16]2)=[O:11])[C:2]1[CH:7]=[CH:6][CH:5]=[CH:4][CH:3]=1.[C:37]([Cu])#[N:38].N>CN1C(=O)CCC1>[CH2:1]([O:8][CH2:9][C:10]([NH:12][C:13]1[CH:14]=[C:15]2[C:19](=[CH:20][C:21]=1[C:37]#[N:38])[CH:18]([NH:23][C:24]1[CH:36]=[CH:35][C:27]([C:28]([O:30][C:31]([CH3:34])([CH3:33])[CH3:32])=[O:29])=[CH:26][CH:25]=1)[CH2:17][CH2:16]2)=[O:11])[C:2]1[CH:7]=[CH:6][CH:5]=[CH:4][CH:3]=1. Procedure details: To a stirred solution of tert-butyl 4-[N-(5-(2-benzyloxyethanoylamino)-6-bromoindan-1-yl)amino]benzoate (0.210 g, 0.38 mmol) in anhydrous NMP (2.2 ml) was added CuCN (0.068 g, 0.76 mmol). The reaction flask was placed in an oil bath preheated to 150° C. and it was stirred at this temperature for 3 h under argon. The mixture was then allowed to cool to room temperature and poured into a mixture of liquid ammonia (d=0.88, 2 ml) and ice-water (5 ml). This mixture was stirred at room temperature for...